From a dataset of the Open Reaction Database (ORD), a public repository of structured organic reaction records. describe an organic reaction: reactants, conditions, products, and yield The reactants are CCc1c(CCCl)sc2c1CCN(C(C)=O)C2, O=C([O-])[O-], Cc1ccc2occ(C3CCNCC3)c2c1, Cc1ccccc1, CN(C)C=O, Cl, [I-], [K+], [K+], [K+], O. Product: CCc1c(CCN2CCC(c3coc4ccc(C)cc34)CC2)sc2c1CCN(C(C)=O)C2, Cl. Reaction SMILES: [C:1]([CH3:2])(=[O:3])[N:4]1[CH2:5][c:6]2[c:7]([c:10]([CH2:16][CH3:17])[c:11]([CH2:13][CH2:14][Cl:15])[s:12]2)[CH2:8][CH2:9]1.[C:35](=[O:36])([O-:37])[O-:38].[CH3:19][c:20]1[cH:21][c:22]2[c:23]([o:24][cH:25][c:26]2[CH:27]2[CH2:28][CH2:29][NH:30][CH2:31][CH2:32]2)[cH:33][cH:34]1.[CH3:44][c:45]1[cH:46][cH:47][cH:48][cH:49][cH:50]1.[CH3:51][N:52]([CH3:53])[CH:54]=[O:55].[ClH:18].[I-:42].[K+:39].[K+:40].[K+:41].[OH2:43]>>[C:1]([CH3:2])(=[O:3])[N:4]1[CH2:5][c:6]2[c:7]([c:10]([CH2:16][CH3:17])[c:11]([CH2:13][CH2:14][N:30]3[CH2:29][CH2:28][CH:27]([c:26]4[c:22]5[cH:21][c:20]([CH3:19])[cH:34][cH:33][c:23]5[o:24][cH:25]4)[CH2:32][CH2:31]3)[s:12]2)[CH2:8][CH2:9]1.[ClH:15]. Reactants: CC1(NC(CCC1)(C)C)C (2,2,6,6-tetramethylpiperidine), [Li]CCCC (nBuLi), hexanes, ClC1=NC=C(C=C1I)C(F)(F)F (2-chloro-3-iodo-5-(trifluoromethyl)pyridine), ClC1=NC=C(C(=C1)I)C(F)(F)F (2-chloro-4-iodo-5-(trifluoromethyl)pyridine). The reagents and catalysts are II (Iodine). Run in C1CCOC1 (THF), C1CCOC1 (THF). Conditions: temperature 0 celsius, time 15 minute. Yields the product ClC1=CC=C(C(=N1)I)C(F)(F)F (6-chloro-2-iodo-3-(trifluoromethyl)pyridine). The yield is 96.0%. RXN SMILES: CC1(C)CCCC(C)(C)N1.[Li]CCCC.[Cl:16][C:17]1[C:22](I)=[CH:21][C:20]([C:24]([F:27])([F:26])[F:25])=[CH:19][N:18]=1.ClC1C=C([I:35])C(C(F)(F)F)=CN=1>C1COCC1.II>[Cl:16][C:17]1[N:18]=[C:19]([I:35])[C:20]([C:24]([F:27])([F:26])[F:25])=[CH:21][CH:22]=1. Procedure details: To a solution of 2,2,6,6-tetramethylpiperidine (4.277 g, 5.110 mL, 30.28 mmol) in THF (18.00 mL) cooled to −78° C. was added nBuLi in hexanes (11.72 mL of 2.5 M, 29.30 mmol). The solution was allowed to warm up to 0° C. and was stirred for 15 minutes at that temperature before cooling it again to −78° C. Iodine (12.40 mg, 2.515 μL, 0.04884 mmol) was added followed by a dropwise addition of a solution containing a mixture of 2-chloro-3-iodo-5-(trifluoromethyl)pyridine (2 g, 6.505 mmol) and 2-chlo... Reactants: O=C(O)C1CC(O)CN1C(=O)OCc1ccccc1, C1CCOC1. The product is O=C(OCc1ccccc1)N1CC(O)CC1CO. Reaction SMILES: [C:1](=[O:2])([O:3][CH2:4][c:5]1[cH:6][cH:7][cH:8][cH:9][cH:10]1)[N:11]1[CH:12]([C:13](=[O:14])[OH:15])[CH2:16][CH:17]([OH:18])[CH2:19]1.[CH2:20]1[O:21][CH2:22][CH2:23][CH2:24]1>>[C:1](=[O:2])([O:3][CH2:4][c:5]1[cH:6][cH:7][cH:8][cH:9][cH:10]1)[N:11]1[CH:12]([CH2:13][OH:14])[CH2:16][CH:17]([OH:18])[CH2:19]1. Reactants: O=c1[nH]nc(Cl)cc1Br, O=C([O-])[O-], [Cs+], [Cs+], CC(C)(C)OC(=O)N1CCN(c2ccc(N)nc2)C(=O)C1, C1COCCO1, CN(C)C=O. The product is CC(C)(C)OC(=O)N1CCN(c2ccc(Nc3cc(Cl)n[nH]c3=O)nc2)C(=O)C1. RXN SMILES: [Br:22][c:23]1[c:24](=[O:30])[nH:25][n:26][c:27]([Cl:29])[cH:28]1.[C:31](=[O:32])([O-:33])[O-:34].[Cs+:35].[Cs+:36].[NH2:1][c:2]1[cH:3][cH:4][c:5]([N:8]2[C:9](=[O:21])[CH2:10][N:11]([C:14](=[O:15])[O:16][C:17]([CH3:18])([CH3:19])[CH3:20])[CH2:12][CH2:13]2)[cH:6][n:7]1.[O:37]1[CH2:38][CH2:39][O:40][CH2:41][CH2:42]1.[O:43]=[CH:44][N:45]([CH3:46])[CH3:47]>>[NH:1]([c:2]1[cH:3][cH:4][c:5]([N:8]2[C:9](=[O:21])[CH2:10][N:11]([C:14](=[O:15])[O:16][C:17]([CH3:18])([CH3:19])[CH3:20])[CH2:12][CH2:13]2)[cH:6][n:7]1)[c:23]1[c:24](=[O:30])[nH:25][n:26][c:27]([Cl:29])[cH:28]1. The reactants are BrC=1C=C(C=C2C3=C(NC12)C(OCC3)(CC)CCO)C(C)C (2-(8-bromo-1-ethyl-6-isopropyl-1,3,4,9-tetrahydro-pyrano[3,4-b]indol-1-yl)-ethanol), CC=1C=C(C=C(C1)C)B(O)O (3,5-dimethylphenylboronic acid). Yields the product CC=1C=C(C=C(C1)C)C=1C=C(C=C2C3=C(NC12)C(OCC3)(CC)CCO)C(C)C (2-[8-(3,5-DIMETHYL-PHENYL)-1-ETHYL-6-ISOPROPYL-1,3,4,9-TETRAHYDRO-PYRANO[3,4-b]INDOL-1-YL]-ETHANOL). RXN SMILES: Br[C:2]1[CH:3]=[C:4]([CH:20]([CH3:22])[CH3:21])[CH:5]=[C:6]2[C:10]=1[NH:9][C:8]1[C:11]([CH2:17][CH2:18][OH:19])([CH2:15][CH3:16])[O:12][CH2:13][CH2:14][C:7]2=1.[CH3:23][C:24]1[CH:25]=[C:26](B(O)O)[CH:27]=[C:28]([CH3:30])[CH:29]=1>>[CH3:23][C:24]1[CH:25]=[C:26]([C:2]2[CH:3]=[C:4]([CH:20]([CH3:22])[CH3:21])[CH:5]=[C:6]3[C:10]=2[NH:9][C:8]2[C:11]([CH2:17][CH2:18][OH:19])([CH2:15][CH3:16])[O:12][CH2:13][CH2:14][C:7]3=2)[CH:27]=[C:28]([CH3:30])[CH:29]=1. Procedure details: The title compound is prepared in a manner analogous to Example 1, except using 2-(8-bromo-1-ethyl-6-isopropyl-1,3,4,9-tetrahydro-pyrano[3,4-b]indol-1-yl)-ethanol and 3,5-dimethylphenylboronic acid in step 1.F. The reactants are CCO, O=C[O-], Cc1c(NC(=O)CC(C)(C)C)c(C)c2c(c1-c1cccc([N+](=O)[O-])c1)OCC2c1ccc(C(C)C)cc1, [NH4+]. Yields the product Cc1c(NC(=O)CC(C)(C)C)c(C)c2c(c1-c1cccc(N)c1)OCC2c1ccc(C(C)C)cc1. As a reaction SMILES: [CH3:42][CH2:43][OH:44].[CH:38]([O-:39])=[O:40].[N+:1]([O-:2])(=[O:3])[c:4]1[cH:5][c:6](-[c:10]2[c:11]([CH3:37])[c:12]([NH:29][C:30]([CH2:31][C:32]([CH3:33])([CH3:34])[CH3:35])=[O:36])[c:13]([CH3:28])[c:14]3[c:18]2[O:17][CH2:16][CH:15]3[c:19]2[cH:20][cH:21][c:22]([CH:25]([CH3:26])[CH3:27])[cH:23][cH:24]2)[cH:7][cH:8][cH:9]1.[NH4+:41]>>[NH2:1][c:4]1[cH:5][c:6](-[c:10]2[c:11]([CH3:37])[c:12]([NH:29][C:30]([CH2:31][C:32]([CH3:33])([CH3:34])[CH3:35])=[O:36])[c:13]([CH3:28])[c:14]3[c:18]2[O:17][CH2:16][CH:15]3[c:19]2[cH:20][cH:21][c:22]([CH:25]([CH3:26])[CH3:27])[cH:23][cH:24]2)[cH:7][cH:8][cH:9]1. Reactants: N1=C(C=CC(=C1)C)C (2,5-lutidine), C(CCC)[Li] (n-butyllithium), C(OCC)(OCC)=O (diethyl carbonate). Run in C1CCOC1 (THF). Run at temperature -50 celsius, time 30 minute. Yields the product C(C)OC(CC1=NC=C(C=C1)C)=O ((5-methylpyridin-2-yl)acetic acid ethyl ester). As a reaction SMILES: [N:1]1[CH:6]=[C:5]([CH3:7])[CH:4]=[CH:3][C:2]=1[CH3:8].C([Li])CCC.[C:14](=O)([O:18]CC)[O:15][CH2:16][CH3:17]>C1COCC1>[CH2:16]([O:15][C:14](=[O:18])[CH2:8][C:2]1[CH:3]=[CH:4][C:5]([CH3:7])=[CH:6][N:1]=1)[CH3:17]. Procedure: To a solution of 2,5-lutidine (540 mg, 5.05 mM) in 10 ml of THF at -10° C. was added 2.5M n-butyllithium solution (2.0 ml, 5.00 mM). The resulting mixture was stirred for 30 minutes while allowing the temperature to rise to 0° C. The reaction was cooled to -50° C. and diethyl carbonate (0.61 ml, 5.00 mM) was added and the reaction was warmed to room temperature and stirred for 2 hours. The reaction was quenched with saturated NH4Cl solution and extracted into EtOAc. The resulting organic layer w... Starting materials: ClS(=O)(=O)C=1C(=CC(=C(C(=O)O)C1)OCC)OC (5-chlorosulfonyl-2-ethoxy-4-methoxybenzoic acid), [N+](=[N-])=C (diazomethane). Solvent: O1CCCC1 (tetrahydrofuran), CCOCC (ether). Run at time 10 minute. Product: COC(C1=C(C=C(C(=C1)S(=O)(=O)Cl)OC)OCC)=O (5-chlorosulfonyl-2-ethoxy-4-methoxy-benzoic acid methyl ester). Reaction SMILES: [Cl:1][S:2]([C:5]1[C:6]([O:17][CH3:18])=[CH:7][C:8]([O:14][CH2:15][CH3:16])=[C:9]([CH:13]=1)[C:10]([OH:12])=[O:11])(=[O:4])=[O:3].[N+](=[CH2:21])=[N-]>O1CCCC1.CCOCC>[CH3:21][O:11][C:10](=[O:12])[C:9]1[CH:13]=[C:5]([S:2]([Cl:1])(=[O:4])=[O:3])[C:6]([O:17][CH3:18])=[CH:7][C:8]=1[O:14][CH2:15][CH3:16]. Procedure details: A solution of 5-chlorosulfonyl-2-ethoxy-4-methoxybenzoic acid (13 g, 44 mmol) in tetrahydrofuran was cooled to 5° C. and treated with excess diazomethane in ether solution (prepared from N-methyl-N-nitroso-p-toluenesulfonamide, Aldrich) and stirred for 10 min. Solvent and excess diazomethane was removed by rotary evaporation. The resulting residue was dissolved in dichloromethane and filtered through a plug of silica gel and evaporated. The solids were triturated with ether/hexane to give 13 g o... The reactants are C(C)OB(OCC)OCC (triethylborate), C1CCOC1 (THF), ClC1=C2C(=NC(=C1)C=1C=NC(=C(C1)OC)OC)CN(C2=O)C=2C=NN(C2)CC(F)(F)F (4-Chloro-2-(5,6-dimethoxypyridin-3-yl)-6-(1-(2,2,2-trifluoroethyl)-1H-pyrazol-4-yl)-6,7-dihydro-5H-pyrrolo[3,4-b]pyridin-5-one), Compound 82, C([O-])([O-])=O.[Na+].[Na+] (sodium carbonate). Run in C1(=CC=CC=C1)C (toluene). Conditions: temperature 80 celsius. The product is COC=1C=C(C=NC1OC)C1=CC(=C2C(=N1)CN(C2=O)C=2C=NN(C2)CC(F)(F)F)CC (2-(5,6-dimethoxypyridin-3-yl)-4-ethyl-6-(1-(2,2,2-trifluoroethyl)-1H-pyrazol-4-yl)-6,7-dihydro-5H-pyrrolo[3,4-b]pyridin-5-one). As a reaction SMILES: Cl[C:2]1[CH:7]=[C:6]([C:8]2[CH:9]=[N:10][C:11]([O:16][CH3:17])=[C:12]([O:14][CH3:15])[CH:13]=2)[N:5]=[C:4]2[CH2:18][N:19]([C:22]3[CH:23]=[N:24][N:25]([CH2:27][C:28]([F:31])([F:30])[F:29])[CH:26]=3)[C:20](=[O:21])[C:3]=12.C(=O)([O-])[O-].[Na+].[Na+].[CH2:38](OB(OCC)OCC)[CH3:39].C1COCC1>C1(C)C=CC=CC=1>[CH3:15][O:14][C:12]1[CH:13]=[C:8]([C:6]2[N:5]=[C:4]3[CH2:18][N:19]([C:22]4[CH:23]=[N:24][N:25]([CH2:27][C:28]([F:31])([F:30])[F:29])[CH:26]=4)[C:20](=[O:21])[C:3]3=[C:2]([CH2:38][CH3:39])[CH:7]=2)[CH:9]=[N:10][C:11]=1[O:16][CH3:17] |f:1.2.3|. Procedure: As shown in step 10-iii Scheme 10, 4-Chloro-2-(5,6-dimethoxypyridin-3-yl)-6-(1-(2,2,2-trifluoroethyl)-1H-pyrazol-4-yl)-6,7-dihydro-5H-pyrrolo[3,4-b]pyridin-5-one (Compound 82, 75 mg, 0.165 mmol and a degassed solution of 2M aqueous sodium carbonate (826 uL, 1.65 mmol] were suspended in 10 mL of toluene. The reaction mixture was purged with nitrogen for 5 minutes and tetrakistriphenylphosphine palladium(0) (38 mg, 0.033 mmol] was added, followed by the addition of 2 M triethylborate solution in T... Reactants: [OH-].[K+] (KOH), CCC1=C(C2=CC3=C(C(=C(N3)C=C4N=C(C5=C6NC(=CC1=N2)C(=C6C(=O)C5C(=O)OC)C)C(C4C)CCC(=O)OC)C)C=C)C (methyl pheophorbide-a), CCOCC (ether). Solvent: C(CC)O (propanol), N1=CC=CC=C1 (pyridine). Reaction conditions: time 30 minute. Product: CCC1=C(C2=CC3=C(C(=C(N3)C=C4[C@H](C(=C(N4)C5=C6C(=C(C(=N6)C=C1N2)C)C(=O)OC5=O)CCC(=O)OC)C)C)C=C)C (Purpurin-18 methyl ester). The yield is 50.0%. As a reaction SMILES: [CH3:1][CH2:2][C:3]1[C:21]2=[N:22][C:5](=[CH:6][C:7]3[NH:11][C:10]([CH:12]=[C:13]4[CH:34]([CH3:35])[CH:33]([CH2:36][CH2:37][C:38]([O:40][CH3:41])=[O:39])[C:15]([C:16]5C(C(OC)=O)[C:25](=[O:26])[C:24]6[C:17]=5[NH:18][C:19]([C:23]=6[CH3:32])=[CH:20]2)=[N:14]4)=[C:9]([CH3:42])[C:8]=3[CH:43]=[CH2:44])[C:4]=1[CH3:45].[OH-:46].[K+].C[CH2:49][O:50]CC>N1C=CC=CC=1.C(O)CC>[CH3:1][CH2:2][C:3]1[C:21]2[NH:22][C:5](=[CH:6][C:7]3[NH:11][C:10]([CH:12]=[C:13]4[NH:14][C:15]([C:16]5[C:49](=[O:50])[O:26][C:25](=[O:46])[C:24]6=[C:23]([CH3:32])[C:19]([CH:20]=2)=[N:18][C:17]=56)=[C:33]([CH2:36][CH2:37][C:38]([O:40][CH3:41])=[O:39])[C@@H:34]4[CH3:35])=[C:9]([CH3:42])[C:8]=3[CH:43]=[CH2:44])[C:4]=1[CH3:45] |f:1.2|. Procedure details: Methyl pheophorbide-a 1 (700 mg) was dissolved in warm pyridine (10 ml) and the solution was diluted with ether (500 ml). The solution was stirred with a stream of air passing through it, and a solution of KOH (8.0 g) in propanol (20 ml) was added. The bright green mixture was stirred and aerated for 30 min and then extracted with water until the ethereal layer was no longer green. The ethereal solution layer was discarded, the aqueous extracts were combined, adjusted to pH 4 with cone sulfuric ...